describe an organic reaction: reactants, conditions, products, and yield From a dataset of the Open Reaction Database (ORD), a public repository of structured organic reaction records. RXN SMILES: [F:1][C:2]([F:20])([F:19])[C:3]([C:9]1[CH:18]=[CH:17][C:12]2[NH:13][CH2:14][CH2:15][S:16][C:11]=2[CH:10]=1)([OH:8])[C:4]([F:7])([F:6])[F:5].[C:21]([CH2:25][C:26](OCC)=[O:27])(=[O:24])[CH2:22][CH3:23]>>[O:27]=[C:26]([SH:16]1[C:11]2[CH:10]=[C:9]([C:3]([OH:8])([C:4]([F:7])([F:6])[F:5])[C:2]([F:1])([F:19])[F:20])[CH:18]=[CH:17][C:12]=2[NH:13][CH2:14][CH2:15]1)[CH2:25][C:21](=[O:24])[CH2:22][CH3:23]. Product: O=C(CC(CC)=O)S1CCNC2=C1C=C(C=C2)C(C(F)(F)F)(C(F)(F)F)O (3,4-dihydro-1-(1,3-dioxopentyl)-7-[2,2,2-trifluoro-1-hydroxy-1-(trifluoromethyl)ethyl]-2H-1,4-benzothiazine). Procedure: A stirred mixture of 3,4-dihydro-7-[2,2,2-trifluoro-1-hydroxy-1-(trifluoromethyl)ethyl]-2H-1,4-benzothiazine and ethyl propionylacetate can be heated in an oil bath to give 3,4-dihydro-1-(1,3-dioxopentyl)-7-[2,2,2-trifluoro-1-hydroxy-1-(trifluoromethyl)ethyl]-2H-1,4-benzothiazine. The reactants are FC(C(C(F)(F)F)(O)C1=CC2=C(NCCS2)C=C1)(F)F (3,4-dihydro-7-[2,2,2-trifluoro-1-hydroxy-1-(trifluoromethyl)ethyl]-2H-1,4-benzothiazine), C(CC)(=O)CC(=O)OCC (ethyl propionylacetate). Reactants: ClCCl, CCO, CC(=O)N(c1ccc(Cl)cc1)C1CC(C)N(C(=O)c2ccc(C#N)cc2)c2ccccc21, Cl, [K+], [OH-], O. Yields the product CC(=O)N(c1ccc(Cl)cc1)C1CC(C)N(C(=O)c2ccc(C(N)=O)cc2)c2ccccc21. Reaction SMILES: [CH2:40]([Cl:41])[Cl:42].[CH3:35][CH2:36][OH:37].[Cl:1][c:2]1[cH:3][cH:4][c:5]([N:8]([C:9]([CH3:10])=[O:11])[CH:12]2[CH2:13][CH:14]([CH3:32])[N:15]([C:22]([c:23]3[cH:24][cH:25][c:26]([C:29]#[N:30])[cH:27][cH:28]3)=[O:31])[c:16]3[cH:17][cH:18][cH:19][cH:20][c:21]32)[cH:6][cH:7]1.[ClH:38].[K+:34].[OH-:33].[OH2:39]>>[Cl:1][c:2]1[cH:3][cH:4][c:5]([N:8]([C:9]([CH3:10])=[O:11])[CH:12]2[CH2:13][CH:14]([CH3:32])[N:15]([C:22]([c:23]3[cH:24][cH:25][c:26]([C:29]([NH2:30])=[O:37])[cH:27][cH:28]3)=[O:31])[c:16]3[cH:17][cH:18][cH:19][cH:20][c:21]32)[cH:6][cH:7]1. The reactants are C(#N)C1=CC=C2C(CCOC2=C1)O (7-Cyano-4-chromanol), O=S(Cl)Cl (SOCl2). Solvent: C(Cl)Cl (CH2Cl2). Run at temperature 10 celsius, time 8 hour. Yields the product ClC1CCOC2=CC(=CC=C12)C#N (4-chloro-7-cyanochroman). As a reaction SMILES: [C:1]([C:3]1[CH:12]=[C:11]2[C:6]([CH:7](O)[CH2:8][CH2:9][O:10]2)=[CH:5][CH:4]=1)#[N:2].O=S(Cl)[Cl:16]>C(Cl)Cl>[Cl:16][CH:7]1[C:6]2[C:11](=[CH:12][C:3]([C:1]#[N:2])=[CH:4][CH:5]=2)[O:10][CH2:9][CH2:8]1. Procedure details: 7-Cyano-4-chromanol (Step B) (8.0 g, 46 mmol) was dissolved in CH2Cl2 (120 mL) and cooled to 10° C. SOCl2 (5.0 mL, 70 mmol) was added, the reaction was warmed to RT and stirred overnight. The reaction was concentrated in vacuo and azeotroped with CH2Cl2 (2×50 mL). The residue was dissolved in EtOAc (500 mL), washed with saturated NaHCO3 (250 mL), and with brine (150 mL), dried over MgSO4, filtered and concentrated in vacuo to provide the title compound which was used without further purification... The reactants are BrC=1C=CC=C2C(=CC(=NC12)C1=CC=CC=C1)O (8-bromo-2-phenyl-quinoline-4-ol), [Cl-].[Li+] (lithium chloride), C(CCC)C(=C(CCCC)CCCC)[SnH3] (tributylvinyl stannane). Reagents/catalysts: C=1C=CC(=CC1)[P](C=2C=CC=CC2)(C=3C=CC=CC3)[Pd]([P](C=4C=CC=CC4)(C=5C=CC=CC5)C=6C=CC=CC6)([P](C=7C=CC=CC7)(C=8C=CC=CC8)C=9C=CC=CC9)[P](C=1C=CC=CC1)(C=1C=CC=CC1)C=1C=CC=CC1 (Pd(PPh3)4). Run in O1CCOCC1 (dioxane). Conditions: temperature 90 celsius. Yields the product C1(=CC=CC=C1)C1=NC2=C(C=CC=C2C(=C1)O)C=C (2-Phenyl-8-vinyl-quinoline-4-ol). Yield: 43.1%. As a reaction SMILES: Br[C:2]1[CH:3]=[CH:4][CH:5]=[C:6]2[C:11]=1[N:10]=[C:9]([C:12]1[CH:17]=[CH:16][CH:15]=[CH:14][CH:13]=1)[CH:8]=[C:7]2[OH:18].[Cl-].[Li+].[CH2:21](C([SnH3])=C(CCCC)CCCC)[CH2:22]CC>O1CCOCC1.C1C=CC([P]([Pd]([P](C2C=CC=CC=2)(C2C=CC=CC=2)C2C=CC=CC=2)([P](C2C=CC=CC=2)(C2C=CC=CC=2)C2C=CC=CC=2)[P](C2C=CC=CC=2)(C2C=CC=CC=2)C2C=CC=CC=2)(C2C=CC=CC=2)C2C=CC=CC=2)=CC=1>[C:12]1([C:9]2[CH:8]=[C:7]([OH:18])[C:6]3[C:11](=[C:2]([CH:21]=[CH2:22])[CH:3]=[CH:4][CH:5]=3)[N:10]=2)[CH:17]=[CH:16][CH:15]=[CH:14][CH:13]=1 |f:1.2,^1:45,47,66,85|. Reported procedure: A suspension of 500 mg (1.67 mmol) 8-bromo-2-phenyl-quinoline-4-ol (commercially available from Ubichem Research Ltd, Budapest, Hungary), 97 mg (0.09 mmol) Pd(PPh3)4, 71 mg (1.67 mmol) lithium chloride and 528 mg (1.67 mmol) tributylvinyl stannane in 20 ml dioxane was heated at 90° C. for 16 h. The resulting yellow suspension was filtered and the filtrate evaporated to dryness. The residue was suspended in ethyl acetate, filtered and the filtrate extracted with water. The organic layer was evapo... Starting materials: FC1=C(C=CC(=O)O)C=CC(=C1)F (2,4-Difluorocinnamic acid), C(C)O (ethanol), S(O)(O)(=O)=O (sulfuric acid). Yields the product C(C)OC(C=CC1=C(C=C(C=C1)F)F)=O (2.4-Difluorocinnamic acid ethyl ester). Yield: 97.0%. Reaction SMILES: [F:1][C:2]1[CH:12]=[C:11]([F:13])[CH:10]=[CH:9][C:3]=1[CH:4]=[CH:5][C:6]([OH:8])=[O:7].S(=O)(=O)(O)O.[CH2:19](O)[CH3:20]>>[CH2:19]([O:7][C:6](=[O:8])[CH:5]=[CH:4][C:3]1[CH:9]=[CH:10][C:11]([F:13])=[CH:12][C:2]=1[F:1])[CH3:20]. Reported procedure: 2,4-Difluorocinnamic acid (10.1 g) was dissolved in ethanol (100 ml), and conc. sulfuric acid (1 ml) was added thereto, and the resulting mixture was refluxed for 3 hours. The solvent was evaporated under reduced pressure and the residue was poured into ice-cold water and extracted with ethyl acetate. The extract was washed successively with 5% aqueous sodium hydrogencarbonate and a saturated aqueous NaCl solution, and the organic layer was dried over anhydrous magnesium sulfate. After filtratio... The reactants are C(CCCCCCCCC)[O-].[Na+] (sodium decanolate), C(CCCCCCCCC)O (1-decanol), C(CCC)OCCOCCOCCOCCO (tetraethylene glycol monobutyl ether), naphthene. The product is C(C)C(CO)CCCC (2-ethyl-1-hexanol). Reaction SMILES: C([O-])CC[CH2:4][CH2:5][CH2:6][CH2:7][CH2:8][CH2:9][CH3:10].[Na+].[CH2:13]([OH:23])CCCCCCCCC.C(OCCOCCOCCOCCO)CCC>>[CH2:9]([CH:8]([CH2:7][CH2:6][CH2:5][CH3:4])[CH2:13][OH:23])[CH3:10] |f:0.1|. Procedure: 250.4 g of sodium decanolate (sodium salt of decanol) and 27.7 g of 1-decanol are treated at 200° C. with 113 g of tetraethylene glycol monobutyl ether. A clear solution has formed within 10 minutes. 142 g of high-naphthene neutral oil is added at 140° C., and the mixture is cooled to room temperature with stirring. The mixture which can be poured easily at 25° C. has the composition: Starting materials: COC(C)N, CCOC(=O)c1sc(N2CCC(NC(=O)c3nc(Cl)c(CC)[nH]3)C(OCC)C2)nc1C(=O)O, On1nnc2ccccc21. Product: CCOC(=O)c1sc(N2CCC(NC(=O)c3nc(Cl)c(CC)[nH]3)C(OCC)C2)nc1C(=O)NC(C)OC. RXN SMILES: [CH3:34][O:35][CH:36]([CH3:37])[NH2:38].[Cl:1][c:2]1[n:3][c:4]([C:9](=[O:10])[NH:11][CH:12]2[CH:13]([O:31][CH2:32][CH3:33])[CH2:14][N:15]([c:18]3[s:19][c:20]([C:26](=[O:27])[O:28][CH2:29][CH3:30])[c:21]([C:23](=[O:24])[OH:25])[n:22]3)[CH2:16][CH2:17]2)[nH:5][c:6]1[CH2:7][CH3:8].[OH:39][n:40]1[c:41]2[c:42]([cH:43][cH:44][cH:45][cH:46]2)[n:47][n:48]1>>[Cl:1][c:2]1[n:3][c:4]([C:9](=[O:10])[NH:11][CH:12]2[CH:13]([O:31][CH2:32][CH3:33])[CH2:14][N:15]([c:18]3[s:19][c:20]([C:26](=[O:27])[O:28][CH2:29][CH3:30])[c:21]([C:23](=[O:25])[NH:38][CH:36]([O:35][CH3:34])[CH3:37])[n:22]3)[CH2:16][CH2:17]2)[nH:5][c:6]1[CH2:7][CH3:8]. Reactants: C(C)(C)(C)N1S(C(CC1=O)C1=C(C=C(C=C1)C(Br)Br)F)(=O)=O (2-tert-Butyl-5-[4-(dibromomethyl)-2-fluorophenyl]isothiazolidin-3-one 1,1-dioxide), C(C)O (ethanol). Reagents/catalysts: [N+](=O)([O-])[O-].[Ag+] (silver nitrate). Solvent: O (water). Yields the product C(C)(C)(C)N1S(C(CC1=O)C1=C(C=C(C=O)C=C1)F)(=O)=O (4-(2-tert-Butyl-1,1-dioxido-3-oxoisothiazolidin-5-yl)-3-fluorobenzaldehyde). Yield: 83.0%. RXN SMILES: [C:1]([N:5]1[C:9](=[O:10])[CH2:8][CH:7]([C:11]2[CH:16]=[CH:15][C:14]([CH:17](Br)Br)=[CH:13][C:12]=2[F:20])[S:6]1(=[O:22])=[O:21])([CH3:4])([CH3:3])[CH3:2].C([OH:25])C>O.[N+]([O-])([O-])=O.[Ag+]>[C:1]([N:5]1[C:9](=[O:10])[CH2:8][CH:7]([C:11]2[CH:16]=[CH:15][C:14]([CH:17]=[O:25])=[CH:13][C:12]=2[F:20])[S:6]1(=[O:22])=[O:21])([CH3:4])([CH3:3])[CH3:2] |f:3.4|. Procedure details: 2-tert-Butyl-5-[4-(dibromomethyl)-2-fluorophenyl]isothiazolidin-3-one 1,1-dioxide (4.2 g, 9.2 mmol) and silver nitrate (3.12 g, 18.4 mmol) in ethanol (200 mL) and water (50 mL) were heated at reflux for 0.5 h. The solution was cooled to rt, filtered to remove precipitate, and concentrated to remove most of the ethanol. The residue was diluted with ethyl acetate (200 mL). The organic layer was washed with water (200 mL) and then dried over sodium sulfate. Concentration in vacuo followed by purifi... The reactants are C(C)(C)N1C(C2(CC2C1=O)C1=CC=C(C=C1)[N+](=O)[O-])=O (3-isopropyl-1-(4-nitrophenyl)-3-azabicyclo[3.1.0]hexane-2,4-dione). The reagents and catalysts are [Pd] (palladium on carbon). Run in C(C)O (ethanol). Yields the product NC1=CC=C(C=C1)C12C(N(C(C2C1)=O)C(C)C)=O (1-(4-Aminophenyl)-3-isopropyl-3-azabicyclo[3.1.0]hexane-2,4-dione). RXN SMILES: [CH:1]([N:4]1[C:9](=[O:10])[CH:8]2[C:6]([C:11]3[CH:16]=[CH:15][C:14]([N+:17]([O-])=O)=[CH:13][CH:12]=3)([CH2:7]2)[C:5]1=[O:20])([CH3:3])[CH3:2]>C(O)C.[Pd]>[NH2:17][C:14]1[CH:13]=[CH:12][C:11]([C:6]23[CH2:7][CH:8]2[C:9](=[O:10])[N:4]([CH:1]([CH3:2])[CH3:3])[C:5]3=[O:20])=[CH:16][CH:15]=1. Procedure details: Following the procedure of Example 3, a solution of 3-isopropyl-1-(4-nitrophenyl)-3-azabicyclo[3.1.0]hexane-2,4-dione in 100 ml of ethanol is hydrogenated in the presence of 0.17 g of 5% palladium on carbon and worked up, affording the title compound which melts at 160°-163° C. after recrystallisation from ethyl acetate/petroleum ether.